From a dataset of the Open Reaction Database (ORD), a public repository of structured organic reaction records. describe an organic reaction: reactants, conditions, products, and yield Starting materials: OCC=1C=NC2=CC=C(C=C2C1NC1=CC(=C(C=C1)N1CCN(CC1)C(=O)OC(C)(C)C)C(F)(F)F)C=1C=NC2=CC=CC=C2C1 (tert-butyl 4-(4-(3′-(hydroxymethyl)-3,6′-biquinolin-4′-ylamino)-2-(trifluoromethyl)phenyl)piperazine-1-carboxylate), ClC(Cl)(OC(OC(Cl)(Cl)Cl)=O)Cl (triphosgene), resultant solution. Run in ClCCl (dichloromethane). Conditions: time 4 hour. Yields the product O=C1OCC=2C=NC=3C=CC(=CC3C2N1C1=CC(=C(C=C1)N1CCN(CC1)C(=O)OC(C)(C)C)C(F)(F)F)C=1C=NC2=CC=CC=C2C1 (Tert-butyl 4-(4-(2-oxo-9-(quinolin-3-yl)-2H-[1,3]oxazino[5,4-c]quinolin-1(4H)-yl)-2-(trifluoromethyl)phenyl)piperazine-1-carboxylate). RXN SMILES: [OH:1][CH2:2][C:3]1[CH:4]=[N:5][C:6]2[C:11]([C:12]=1[NH:13][C:14]1[CH:19]=[CH:18][C:17]([N:20]3[CH2:25][CH2:24][N:23]([C:26]([O:28][C:29]([CH3:32])([CH3:31])[CH3:30])=[O:27])[CH2:22][CH2:21]3)=[C:16]([C:33]([F:36])([F:35])[F:34])[CH:15]=1)=[CH:10][C:9]([C:37]1[CH:38]=[N:39][C:40]3[C:45]([CH:46]=1)=[CH:44][CH:43]=[CH:42][CH:41]=3)=[CH:8][CH:7]=2.Cl[C:48](Cl)([O:50]C(=O)OC(Cl)(Cl)Cl)Cl>ClCCl>[O:50]=[C:48]1[N:13]([C:14]2[CH:19]=[CH:18][C:17]([N:20]3[CH2:25][CH2:24][N:23]([C:26]([O:28][C:29]([CH3:31])([CH3:30])[CH3:32])=[O:27])[CH2:22][CH2:21]3)=[C:16]([C:33]([F:36])([F:35])[F:34])[CH:15]=2)[C:12]2[C:11]3[CH:10]=[C:9]([C:37]4[CH:38]=[N:39][C:40]5[C:45]([CH:46]=4)=[CH:44][CH:43]=[CH:42][CH:41]=5)[CH:8]=[CH:7][C:6]=3[N:5]=[CH:4][C:3]=2[CH2:2][O:1]1. Procedure details: To a solution of tert-butyl 4-(4-(3′-(hydroxymethyl)-3,6′-biquinolin-4′-ylamino)-2-(trifluoromethyl)phenyl)piperazine-1-carboxylate (35 mg, 0.05 mmol) in dichloromethane (5 mL) at 0° C. was added triphosgene (16 mg, 0.05 mmol), and the resultant solution was allowed to warm up to room temperature. The reaction was allowed to proceed for 4 h before quenching with a satd. aqueous sodium carbonate solution (3 mL). The reaction mixture was extracted with EtOAc (3×10 mL) and dried over Na2SO4. The cr... Starting materials: [K] (potassium), C(#N)C=1C=C(C=CC1)O (3-cyanophenol), BrCCCCCCBr (1,6-dibromohexane). The product is C(#N)C=1C=C(OCCCCCCBr)C=CC1 (6-(3-cyanophenoxy)hexyl bromide). As a reaction SMILES: [K].[C:2]([C:4]1[CH:5]=[C:6]([OH:10])[CH:7]=[CH:8][CH:9]=1)#[N:3].[Br:11][CH2:12][CH2:13][CH2:14][CH2:15][CH2:16][CH2:17]Br>>[C:2]([C:4]1[CH:5]=[C:6]([CH:7]=[CH:8][CH:9]=1)[O:10][CH2:17][CH2:16][CH2:15][CH2:14][CH2:13][CH2:12][Br:11])#[N:3] |^1:0|. Reported procedure: The intermediate 6-(3-cyanophenoxy)hexyl bromide was prepared from the potassium salt of 3-cyanophenol and 1,6-dibromohexane. Starting materials: COC(=O)c1nc2c(N)ncnc2n1CCc1ccccc1, C1CCOC1, CO, CCOP(=O)(CN)OCC, [Na+], [OH-], O, On1nnc2ccccc21. Product: CCOP(=O)(CNC(=O)c1nc2c(N)ncnc2n1CCc1ccccc1)OCC. As a reaction SMILES: [CH2:1]([CH2:2][c:3]1[cH:4][cH:5][cH:6][cH:7][cH:8]1)[n:9]1[c:10]2[n:11][cH:12][n:13][c:14]([NH2:22])[c:15]2[n:16][c:17]1[C:18]([O:20][CH3:19])=[O:21].[CH2:45]1[O:46][CH2:47][CH2:48][CH2:49]1.[CH3:50][OH:51].[NH2:25][CH2:26][P:27]([O:28][CH2:29][CH3:30])([O:31][CH2:32][CH3:33])=[O:34].[Na+:24].[OH-:23].[OH2:52].[OH:35][n:36]1[c:37]2[c:38]([cH:39][cH:40][cH:41][cH:42]2)[n:43][n:44]1>>[CH2:1]([CH2:2][c:3]1[cH:4][cH:5][cH:6][cH:7][cH:8]1)[n:9]1[c:10]2[n:11][cH:12][n:13][c:14]([NH2:22])[c:15]2[n:16][c:17]1[C:18](=[O:20])[NH:25][CH2:26][P:27]([O:28][CH2:29][CH3:30])([O:31][CH2:32][CH3:33])=[O:34]. The reactants are resin, OCCCOC(C=C)=O (hydroxypropylacrylate), C(=C)(C)P(O)(O)=O (Isopropenyl phosphonic acid). Run in O (water). Conditions: time 0.5 hour. Yields the product C(=C)(C)P(O)(O)=O.OCCCOC(C=C)=O (Isopropenyl Phosphonic Acid Hydroxypropylacrylate). Reaction SMILES: [OH:1][CH2:2][CH2:3][CH2:4][O:5][C:6](=[O:9])[CH:7]=[CH2:8].[C:10]([P:13](=[O:16])([OH:15])[OH:14])([CH3:12])=[CH2:11]>O>[C:10]([P:13](=[O:14])([OH:16])[OH:15])([CH3:12])=[CH2:11].[OH:1][CH2:2][CH2:3][CH2:4][O:5][C:6](=[O:9])[CH:7]=[CH2:8] |f:3.4|. Procedure details: To a 500 ml resin kettle equipped with a mechanical stirrer, thermometer, pressure compensated addition funnel, and reflux condenser, was added hydroxypropylacrylate (26.6 g; 0.2 mole). Isopropenyl phosphonic acid (25.4 g; 0.2 mole) was dissolved in 154.2 g water and added rapidly to the kettle. The reaction mixture was then sparged with nitrogen for 1/2 hour. Ammonium persulfate (6 g) was added and the nitrogen sparge continued for an additional 1/2 hour. The mixture was heated to reflux for 2 ... The reactants are N(=NC(C)(CC(C)C)N=C=S)C(C)(CC(C)C)N=C=S (2,2'-Azobis(2-isothiocyanato-4-methylpentane)), C(C(C)C)N (isobutylamine), CCCCC (pentane), [N-]=C=S (isothiocyanate). Reaction conditions: time 3 hour. The product is N(=NC(C)(CC(C)C)NC(=S)NCC(C)C)C(C)(CC(C)C)NC(=S)NCC(C)C (2,2'-Azobis[2-(isobutylaminothiocarbonylamino)4-methylpentane]). Reaction SMILES: [CH2:1]([NH2:5])[CH:2]([CH3:4])[CH3:3].[N:6]([C:17]([N:23]=[C:24]=[S:25])([CH2:19][CH:20]([CH3:22])[CH3:21])[CH3:18])=[N:7][C:8]([N:14]=[C:15]=[S:16])([CH2:10][CH:11]([CH3:13])[CH3:12])[CH3:9].[N-:26]=[C:27]=S.[CH3:29][CH2:30][CH2:31]CC>>[N:7]([C:8]([NH:14][C:15]([NH:26][CH2:27][CH:30]([CH3:31])[CH3:29])=[S:16])([CH2:10][CH:11]([CH3:12])[CH3:13])[CH3:9])=[N:6][C:17]([NH:23][C:24]([NH:5][CH2:1][CH:2]([CH3:4])[CH3:3])=[S:25])([CH2:19][CH:20]([CH3:21])[CH3:22])[CH3:18]. Procedure details: To a solution of 3.13 grams (0.0428 moles) of isobutylamine in 20 ml of pentane in a 50 ml erlenmeyer flask, cooled by a water bath, was added dropwise with stirring 6.9 grams (0.0214 moles) of 2,2'-azobis (2-isothiocyanato-4-methylpentane) (from Example XXX). The reaction mixture was stirred for 3 hours and the pentane evaporated under reduced pressure leaving 8.5 grams (85% crude yield) of a brown oil. The infrared spectrum of the product showed a strong broad band at 1530-1555 cm-1 (indicativ... Reactants: CC(=O)[O-], CCCCCC, CC(=O)O, CCOC(C)=O, [Na+], O=C1CSC(=S)N1, O=Cc1ccc(OCCCc2ccccc2)cc1. Product: O=C1NC(=S)SC1=Cc1ccc(OCCCc2ccccc2)cc1. As a reaction SMILES: [CH3:20][C:21](=[O:22])[O-:23].[CH3:31][CH2:32][CH2:33][CH2:34][CH2:35][CH3:36].[CH3:37][C:38](=[O:39])[OH:40].[CH3:41][CH2:42][O:43][C:44](=[O:45])[CH3:46].[Na+:19].[S:24]1[C:25](=[S:26])[NH:27][C:28](=[O:29])[CH2:30]1.[c:1]1([CH2:7][CH2:8][CH2:9][O:10][c:11]2[cH:12][cH:13][c:14]([CH:15]=[O:16])[cH:17][cH:18]2)[cH:2][cH:3][cH:4][cH:5][cH:6]1>>[c:1]1([CH2:7][CH2:8][CH2:9][O:10][c:11]2[cH:12][cH:13][c:14]([CH:15]=[C:30]3[S:24][C:25](=[S:26])[NH:27][C:28]3=[O:29])[cH:17][cH:18]2)[cH:2][cH:3][cH:4][cH:5][cH:6]1. The reactants are C(CCC)[Li] (n-butyllithium), CP(OC)(OC)=O (dimethyl methylphosphonate), O=C1N(C(CC1)=O)OC(CCCCCNC(=O)OC(C)(C)C)=O (6-tert-butoxycarbonylamino-hexanoic acid 2,5-dioxo-pyrrolidin-1-yl ester). Solvent: C1CCOC1 (THF), C1CCOC1 (THF). Run at temperature -78 celsius, time 10 minute. Product: COP(OC)(=O)CC(CCCCCNC(=O)OC(C)(C)C)=O ((7-tert-Butoxycarbonylamino-2-oxo-heptyl)-phosphonic acid dimethyl ester). Yield: 105.8%. Reaction SMILES: [CH3:1][P:2](=[O:7])([O:5][CH3:6])[O:3][CH3:4].C([Li])CCC.O=C1CCC(=O)N1[O:20][C:21](=O)[CH2:22][CH2:23][CH2:24][CH2:25][CH2:26][NH:27][C:28]([O:30][C:31]([CH3:34])([CH3:33])[CH3:32])=[O:29]>C1COCC1>[CH3:4][O:3][P:2]([CH2:1][C:21](=[O:20])[CH2:22][CH2:23][CH2:24][CH2:25][CH2:26][NH:27][C:28]([O:30][C:31]([CH3:33])([CH3:32])[CH3:34])=[O:29])(=[O:7])[O:5][CH3:6]. Procedure: A solution of dimethyl methylphosphonate (9.308 g, 75.01 mmol) in THF (30 mL) was cooled to −78 ° C. and treated with n-butyllithium (29.5 mL of 2.5 M). The reaction mixture was stirred at −78 ° C. for 10 min, followed by addition of 6-tert-butoxycarbonylamino-hexanoic acid 2,5-dioxo-pyrrolidin-1-yl ester (24-1) (5.060 g, 15.41 mmol) in THF (30 mL). After 15 min the reaction was quenched with aqueous NH4Cl and allowed to warm to room temperature overnight. The water was extracted three times wit... Starting materials: COc1ccc(C(=O)Cl)cc1, c1ccc(Cc2cc3ccccc3s2)cc1, O, S=C=S, Cl[Sn](Cl)(Cl)Cl. Yields the product COc1ccc(C(=O)c2c(Cc3ccccc3)sc3ccccc23)cc1. Reaction SMILES: [C:22]([c:23]1[cH:24][cH:25][c:26]([O:29][CH3:30])[cH:27][cH:28]1)(=[O:31])[Cl:32].[CH2:6]([c:7]1[cH:8][cH:9][cH:10][cH:11][cH:12]1)[c:13]1[cH:14][c:15]2[c:16]([s:17]1)[cH:18][cH:19][cH:20][cH:21]2.[OH2:36].[S:33]=[C:34]=[S:35].[Sn:1]([Cl:2])([Cl:3])([Cl:4])[Cl:5]>>[CH2:6]([c:7]1[cH:8][cH:9][cH:10][cH:11][cH:12]1)[c:13]1[c:14]([C:22]([c:23]2[cH:24][cH:25][c:26]([O:29][CH3:30])[cH:27][cH:28]2)=[O:31])[c:15]2[c:16]([s:17]1)[cH:18][cH:19][cH:20][cH:21]2.